Dataset: the Open Reaction Database (ORD), a public repository of structured organic reaction records. Task: describe an organic reaction: reactants, conditions, products, and yield Starting materials: CS(=O)(=O)Cl, Cl, COCOC1CC(=O)C(CO)C2OC(C)(C)OC12, c1ccncc1. The product is C=C1C(=O)CC(OCOC)C2OC(C)(C)OC12. As a reaction SMILES: [CH3:19][S:20](=[O:21])(=[O:22])[Cl:23].[ClH:24].[OH:1][CH2:2][CH:3]1[C:4](=[O:18])[CH2:5][CH:6]([O:14][CH2:15][O:16][CH3:17])[CH:7]2[CH:8]1[O:9][C:10]([CH3:12])([CH3:13])[O:11]2.[cH:25]1[cH:26][cH:27][n:28][cH:29][cH:30]1>>[CH2:2]=[C:3]1[C:4](=[O:18])[CH2:5][CH:6]([O:14][CH2:15][O:16][CH3:17])[CH:7]2[CH:8]1[O:9][C:10]([CH3:12])([CH3:13])[O:11]2.